From a dataset of the Open Reaction Database (ORD), a public repository of structured organic reaction records. describe an organic reaction: reactants, conditions, products, and yield The reactants are CN1CCN(CC1)C=1C=C(N)C=CC1 (3-(4-methylpiperazin-1-yl)aniline), ClC1=NN2C(C(=CC=C2)NCC2=CC(=CC=C2)OC)=N1 ((2-chloro-[1,2,4]triazolo[1,5-a]pyridin-8-yl)-(3-methoxy-benzyl)-amine). Product: COC=1C=C(CNC=2C=3N(C=CC2)N=C(N3)NC3=CC(=CC=C3)N3CCN(CC3)C)C=CC1 (N(8)-(3-Methoxy-benzyl)-N(2)-[3-(4-methyl-piperazin-1-yl)-phenyl]-[1,2,4]triazolo[1,5-a]pyridine-2,8-diamine), foam. Yield: 7.0%. As a reaction SMILES: [CH3:1][N:2]1[CH2:7][CH2:6][N:5]([C:8]2[CH:9]=[C:10]([CH:12]=[CH:13][CH:14]=2)[NH2:11])[CH2:4][CH2:3]1.Cl[C:16]1[N:34]=[C:19]2[C:20]([NH:24][CH2:25][C:26]3[CH:31]=[CH:30][CH:29]=[C:28]([O:32][CH3:33])[CH:27]=3)=[CH:21][CH:22]=[CH:23][N:18]2[N:17]=1>>[CH3:33][O:32][C:28]1[CH:27]=[C:26]([CH:31]=[CH:30][CH:29]=1)[CH2:25][NH:24][C:20]1[C:19]2[N:18]([N:17]=[C:16]([NH:11][C:10]3[CH:12]=[CH:13][CH:14]=[C:8]([N:5]4[CH2:4][CH2:3][N:2]([CH3:1])[CH2:7][CH2:6]4)[CH:9]=3)[N:34]=2)[CH:23]=[CH:22][CH:21]=1. Procedure details: N(8)-(3-Methoxy-benzyl)-N(2)-[3-(4-methyl-piperazin-1-yl)-phenyl]-[1,2,4]triazolo[1,5-a]pyridine-2,8-diamine was prepared from 3-(4-methylpiperazin-1-yl)aniline (74.2 mg, 0.388 mmol) and (2-chloro-[1,2,4]triazolo[1,5-a]pyridin-8-yl)-(3-methoxy-benzyl)-amine (99.9 mg, 0.346 mmol) in a manner analogous to Example 2d. Product isolated as a red foam (11.16 mg, 7%). 1H NMR (400 MHz, CD3OD, δ, ppm): 7.85 (d, J=7.0 Hz, 1H), 7.32 (s, 1H), 7.24 (t, J=15.5, 7.8 Hz, 1H), 7.19-7.09 (m, 2H), 6.99 (s, 2H), 6.... Reactants: CSCS(=O)C (FAMSO), CO (methanol), [OH-].C[N+](CC1=CC=CC=C1)(C)C (trimethylbenzylammonium hydroxide), CN(C1=CC=C(C=O)C=C1)C (p-Dimethylaminobenzaldehyde). Solvent: O (Water), O1CCCC1 (tetrahydrofuran), C(C)(=O)O (acetic acid). The product is CS(=O)C(=CC1=CC=C(C=C1)N(C)C)SC (1-methylsulfinyl-1-methylthio-2-(p-dimethylaminophenyl)ethylene). Isolated yield 60.8%. Reaction SMILES: [CH3:1][N:2]([CH3:11])[C:3]1[CH:10]=[CH:9][C:6]([CH:7]=O)=[CH:5][CH:4]=1.[CH3:12][S:13][CH2:14][S:15]([CH3:17])=[O:16].CO.[OH-].C[N+](C)(C)CC1C=CC=CC=1>O1CCCC1.C(O)(=O)C.O>[CH3:17][S:15]([C:14]([S:13][CH3:12])=[CH:7][C:6]1[CH:9]=[CH:10][C:3]([N:2]([CH3:11])[CH3:1])=[CH:4][CH:5]=1)=[O:16] |f:3.4|. Procedure details: p-Dimethylaminobenzaldehyde (12.953 g) was dissolved in 30 ml of tetrahydrofuran, and 18.428 g of FAMSO and 12 ml of a 40% methanol solution of trimethylbenzylammonium hydroxide were added. The mixture was heated under reflux for 40 hours. Water was added, and the reaction mixture was acidified with acetic acid and then extracted with methylene chloride. The organic layer was washed with a saturated aqueous solution of sodium bicarbonate, dried over anhydrous sodium sulfate, and concentrated und...